describe an organic reaction: reactants, conditions, products, and yield From a dataset of the Open Reaction Database (ORD), a public repository of structured organic reaction records. The reactants are ClCCl, O=C(O)C(F)(F)F, CC1CN(C(=O)OC(C)(C)C)CC(C)N1CCNC(=O)C1CCCCN1c1nc2ccccc2o1. The product is CC1CNCC(C)N1CCNC(=O)C1CCCCN1c1nc2ccccc2o1. Reaction SMILES: [Cl:43][CH2:44][Cl:45].[OH:1][C:2]([C:3]([F:4])([F:5])[F:6])=[O:7].[o:8]1[c:9]([N:17]2[CH:18]([C:23](=[O:24])[NH:25][CH2:26][CH2:27][N:28]3[CH:29]([CH3:42])[CH2:30][N:31]([C:35]([O:36][C:37]([CH3:38])([CH3:39])[CH3:40])=[O:41])[CH2:32][CH:33]3[CH3:34])[CH2:19][CH2:20][CH2:21][CH2:22]2)[n:10][c:11]2[c:12]1[cH:13][cH:14][cH:15][cH:16]2>>[o:8]1[c:9]([N:17]2[CH:18]([C:23](=[O:24])[NH:25][CH2:26][CH2:27][N:28]3[CH:29]([CH3:42])[CH2:30][NH:31][CH2:32][CH:33]3[CH3:34])[CH2:19][CH2:20][CH2:21][CH2:22]2)[n:10][c:11]2[c:12]1[cH:13][cH:14][cH:15][cH:16]2. The reactants are CC(=O)Cl, CN(C)C=O, COC(=O)c1cc2ccc(C)cc2[nH]1, [H-], [Na+], O. Product: COC(=O)c1cc2ccc(C)cc2n1C(C)=O. Reaction SMILES: [CH3:17][C:18]([Cl:19])=[O:20].[CH3:22][N:23]([CH3:24])[CH:25]=[O:26].[CH3:3][O:4][C:5](=[O:6])[c:7]1[nH:8][c:9]2[cH:10][c:11]([CH3:16])[cH:12][cH:13][c:14]2[cH:15]1.[H-:1].[Na+:2].[OH2:21]>>[CH3:3][O:4][C:5](=[O:6])[c:7]1[n:8]([C:18]([CH3:17])=[O:20])[c:9]2[cH:10][c:11]([CH3:16])[cH:12][cH:13][c:14]2[cH:15]1. Starting materials: C1COCCO1, ClCCl, Cl, CC(C)(C)OC(=O)NC1(C(=O)NC(CC(N)=O)c2ccc(Cl)cc2)CCN(c2ncnc3[nH]ccc23)CC1. The product is NC(=O)CC(NC(=O)C1(N)CCN(c2ncnc3[nH]ccc23)CC1)c1ccc(Cl)cc1. As a reaction SMILES: [CH2:2]1[O:3][CH2:4][CH2:5][O:6][CH2:7]1.[Cl:46][CH2:47][Cl:48].[ClH:1].[NH2:8][C:9]([CH2:10][CH:11]([c:12]1[cH:13][cH:14][c:15]([Cl:18])[cH:16][cH:17]1)[NH:19][C:20](=[O:21])[C:22]1([NH:37][C:38](=[O:39])[O:40][C:41]([CH3:42])([CH3:43])[CH3:44])[CH2:23][CH2:24][N:25]([c:28]2[c:29]3[c:30]([n:31][cH:32][n:33]2)[nH:34][cH:35][cH:36]3)[CH2:26][CH2:27]1)=[O:45]>>[NH2:8][C:9]([CH2:10][CH:11]([c:12]1[cH:13][cH:14][c:15]([Cl:18])[cH:16][cH:17]1)[NH:19][C:20](=[O:21])[C:22]1([NH2:37])[CH2:23][CH2:24][N:25]([c:28]2[c:29]3[c:30]([n:31][cH:32][n:33]2)[nH:34][cH:35][cH:36]3)[CH2:26][CH2:27]1)=[O:45]. The reactants are C(=O)(OC(C)(C)C)OC(=O)OC(C)(C)C (di-t-butyl dicarbonate), S(=O)(=O)(O)O.C(N)(=N)N1CCNCC1.C(N)(=N)N1CCNCC1 (1-amidinopiperazine hemisulfate). The solvent is O1CCCC1 (tetrahydrofuran), O1CCCC1 (tetrahydrofuran), O (water). Reaction conditions: time 2.5 hour. Yields the product S(=O)(=O)(O)O.C(N)(=N)N1CCN(CC1)C(=O)OC(C)(C)C.C(N)(=N)N1CCN(CC1)C(=O)OC(C)(C)C (1-Amidino-4-t-butoxycarbonylpiperazine hemisulfate). Isolated yield 63.4%. Reaction SMILES: [S:1]([OH:5])([OH:4])(=[O:3])=[O:2].[C:6]([N:9]1[CH2:14][CH2:13][NH:12][CH2:11][CH2:10]1)(=[NH:8])[NH2:7].[C:15]([N:18]1[CH2:23][CH2:22][NH:21][CH2:20][CH2:19]1)(=[NH:17])[NH2:16].[C:24](O[C:32]([O:34][C:35]([CH3:38])([CH3:37])[CH3:36])=[O:33])([O:26][C:27]([CH3:30])([CH3:29])[CH3:28])=[O:25]>O1CCCC1.O>[S:1]([OH:5])([OH:4])(=[O:3])=[O:2].[C:6]([N:9]1[CH2:14][CH2:13][N:12]([C:24]([O:26][C:27]([CH3:30])([CH3:29])[CH3:28])=[O:25])[CH2:11][CH2:10]1)(=[NH:7])[NH2:8].[C:15]([N:18]1[CH2:23][CH2:22][N:21]([C:32]([O:34][C:35]([CH3:36])([CH3:37])[CH3:38])=[O:33])[CH2:20][CH2:19]1)(=[NH:16])[NH2:17] |f:0.1.2,6.7.8|. Procedure details: 2.50 g of 1-amidinopiperazine hemisulfate were dissolved in 60 ml of a 1:1 by volume mixture of tetrahydrofuran and water, and a solution of 3.40 g of di-t-butyl dicarbonate in 10 ml of tetrahydrofuran was added to the resulting solution, after which the mixture was stirred at room temperature for 2.5 hours. At the end of this time, the tetrahydrofuran was removed from the reaction mixture by distillation under reduced pressure, the insolubles were filtered off and the filtrate was evaporated to... The reactants are CC1c2nc(C(F)(F)F)n(C)c2C=CN1C(=O)OC(C)(C)C, CCO. The product is CC1c2nc(C(F)(F)F)n(C)c2CCN1C(=O)OC(C)(C)C. As a reaction SMILES: [CH3:1][n:2]1[c:3]([C:19]([F:20])([F:21])[F:22])[n:4][c:5]2[c:10]1[CH:9]=[CH:8][N:7]([C:11](=[O:12])[O:13][C:14]([CH3:15])([CH3:16])[CH3:17])[CH:6]2[CH3:18].[CH3:23][CH2:24][OH:25]>>[CH3:1][n:2]1[c:3]([C:19]([F:20])([F:21])[F:22])[n:4][c:5]2[c:10]1[CH2:9][CH2:8][N:7]([C:11](=[O:12])[O:13][C:14]([CH3:15])([CH3:16])[CH3:17])[CH:6]2[CH3:18]. Reactants: FC1=C(NC(C)=O)C=C(C(=C1)[N+](=O)[O-])F (2',5'-difluoro-4'-nitroacetanilide), COC=1C(=CC=CC1)N (o-anisidine), COC=1C(=CC=CC1)N (o-anisidine), CN(C=O)C (N,N-dimethylformamide), COC=1C(=CC=CC1)N (o-anisidine), O (water). Run in O1CCOCC1 (dioxane), C(Cl)Cl (methylene chloride), C(C)(=O)OCC (ethyl acetate). Yields the product FC1=C(NC(C)=O)C=C(C(=C1)[N+](=O)[O-])NC1=C(C=CC=C1)OC (2'-Fluoro-5'-{o-methoxy-anilino)-4'-nitroacetanilide). RXN SMILES: [F:1][C:2]1[CH:11]=[C:10]([N+:12]([O-:14])=[O:13])[C:9](F)=[CH:8][C:3]=1[NH:4][C:5](=[O:7])[CH3:6].[CH3:16][O:17][C:18]1[C:19]([NH2:24])=[CH:20][CH:21]=[CH:22][CH:23]=1.CN(C)C=O.O>O1CCOCC1.C(Cl)Cl.C(OCC)(=O)C>[F:1][C:2]1[CH:11]=[C:10]([N+:12]([O-:14])=[O:13])[C:9]([NH:24][C:19]2[CH:20]=[CH:21][CH:22]=[CH:23][C:18]=2[O:17][CH3:16])=[CH:8][C:3]=1[NH:4][C:5](=[O:7])[CH3:6]. Procedure: A solution of 2',5'-difluoro-4'-nitroacetanilide (20.0 g, 0.093 mol) and o-anisidine (17.1 g, 0.139 mol) in dioxane is refluxed overnight, treated with additional o-anisidine (5.7 g), refluxed for 5 hours, treated with additional o-anisidine (5.7 g), refluxed for 5 days, treated with N,N-dimethylformamide (50 mL), refluxed overnight, cooled to room temperature and poured into water. The resultant aqueous mixture is extracted with ethyl acetate. The organic extracts are combined, washed sequentia...